This data is from the Open Reaction Database (ORD), a public repository of structured organic reaction records. The task is: describe an organic reaction: reactants, conditions, products, and yield The reactants are COC([C@H](CC1=C(C=C(C=C1)OCC=1N=C(OC1C)C1=CC=C(C=C1)C(C)C)OC)OCC)=O ((S)-2-ethoxy-3-{4-[2-(4-isopropyl-phenyl)-5-methyl-oxazol-4-ylmethoxy]-2-methoxy-phenyl}-propionic acid methyl ester), [Li+].[OH-] (LiOH). The product is C(C)O[C@H](C(=O)O)CC1=C(C=C(C=C1)OCC=1N=C(OC1C)C1=CC=C(C=C1)C(C)C)OC ((S)-2-ethoxy-3-{4-[2-(4-isopropyl-phenyl)-5-methyl-oxazol-4-ylmethoxy]-2-methoxy-phenyl}-propionic acid). Reaction SMILES: C[O:2][C:3](=[O:34])[C@@H:4]([O:31][CH2:32][CH3:33])[CH2:5][C:6]1[CH:11]=[CH:10][C:9]([O:12][CH2:13][C:14]2[N:15]=[C:16]([C:20]3[CH:25]=[CH:24][C:23]([CH:26]([CH3:28])[CH3:27])=[CH:22][CH:21]=3)[O:17][C:18]=2[CH3:19])=[CH:8][C:7]=1[O:29][CH3:30].[Li+].[OH-]>>[CH2:32]([O:31][C@@H:4]([CH2:5][C:6]1[CH:11]=[CH:10][C:9]([O:12][CH2:13][C:14]2[N:15]=[C:16]([C:20]3[CH:25]=[CH:24][C:23]([CH:26]([CH3:27])[CH3:28])=[CH:22][CH:21]=3)[O:17][C:18]=2[CH3:19])=[CH:8][C:7]=1[O:29][CH3:30])[C:3]([OH:34])=[O:2])[CH3:33] |f:1.2|. Reported procedure: In analogy to the procedure described in example 1 g], (S)-2-ethoxy-3-{4-[2-(4-isopropyl-phenyl)-5-methyl-oxazol-4-ylmethoxy]-2-methoxy-phenyl}-propionic acid methyl ester was treated with LiOH to obtain (S)-2-ethoxy-3-{4-[2-(4-isopropyl-phenyl)-5-methyl-oxazol-4-ylmethoxy]-2-methoxy-phenyl}-propionic acid as colorless solid. Starting materials: C(=O)(C(F)(F)F)O (TFA), FC(C(=O)O)(F)F.NCCCOC1=CC=C(C(=O)NC[C@@H](C(=O)O)NS(=O)(=O)C2=CC=CC=C2)C=C1 (4-(3-Aminopropyloxy)benzoyl-2(S)-phenylsulfonylamino-β-alanine trifluoroacetate), [OH-].[Na+] (NaOH), Cl.C(OC(C)C)=N (Isopropyl formimidate hydrochloride), [OH-].[Na+] (NaOH). Solvent: O (water). Product: C(=O)(C(F)(F)F)O.O.CC#N (TFA H2O CH3CN), C(=O)NCCCOC1=CC=C(C(=O)NC[C@@H](C(=O)O)NS(=O)(=O)C2=CC=CC=C2)C=C1 (4-[3-(Formamido)propyloxy]benzoyl-2(S)-phenylsulfonylamino-β-alanine). Isolated yield 0.1%. As a reaction SMILES: [C:1]([OH:7])([C:3]([F:6])([F:5])[F:4])=[O:2].FC(F)(F)C(O)=[O:11].[NH2:15][CH2:16][CH2:17][CH2:18][O:19][C:20]1[CH:43]=[CH:42][C:23]([C:24]([NH:26][CH2:27][C@H:28]([NH:32][S:33]([C:36]2[CH:41]=[CH:40][CH:39]=[CH:38][CH:37]=2)(=[O:35])=[O:34])[C:29]([OH:31])=[O:30])=[O:25])=[CH:22][CH:21]=1.[OH-].[Na+].Cl.[CH:47](=N)[O:48]C(C)C>O>[C:1]([OH:7])([C:3]([F:6])([F:5])[F:4])=[O:2].[OH2:11].[CH3:17][C:16]#[N:15].[CH:47]([NH:15][CH2:16][CH2:17][CH2:18][O:19][C:20]1[CH:21]=[CH:22][C:23]([C:24]([NH:26][CH2:27][C@H:28]([NH:32][S:33]([C:36]2[CH:37]=[CH:38][CH:39]=[CH:40][CH:41]=2)(=[O:35])=[O:34])[C:29]([OH:31])=[O:30])=[O:25])=[CH:42][CH:43]=1)=[O:48] |f:1.2,3.4,5.6,8.9.10|. Reported procedure: The TFA salt 9-1 (80 mg, 0.19 mmol) was dissolved in water at 0° and the pH of the solution was adjusted to 9 by addition of 1N NaOH. Isopropyl formimidate hydrochloride (130 mg, 0.95 mmol) was added in two portions 10 min apart maintaining pH 9 with additional 1N NaOH. After 60 rain at 0° the reaction was warmed to RT for 90 min, then lyophylized. Preparative HPLC (C-18, 0.1% TFA H2O/CH3CN) provided 9-2 as a white solid. Starting materials: CCCCC1CCN(CCCC#N)CC1, Ic1ccccc1OCc1ccccc1, CCOCC, ClCCl. The product is CCCCC1CCN(CCCC(=O)c2ccccc2OCc2ccccc2)CC1. Reaction SMILES: [CH2:16]([CH2:17][CH2:18][CH3:19])[CH:20]1[CH2:21][CH2:22][N:23]([CH2:26][CH2:27][CH2:28][C:29]#[N:30])[CH2:24][CH2:25]1.[CH2:1]([c:2]1[cH:3][cH:4][cH:5][cH:6][cH:7]1)[O:8][c:9]1[c:10]([I:15])[cH:11][cH:12][cH:13][cH:14]1.[CH3:31][CH2:32][O:33][CH2:34][CH3:35].[Cl:36][CH2:37][Cl:38]>>[CH2:1]([c:2]1[cH:3][cH:4][cH:5][cH:6][cH:7]1)[O:8][c:9]1[c:10]([C:29]([CH2:28][CH2:27][CH2:26][N:23]2[CH2:22][CH2:21][CH:20]([CH2:16][CH2:17][CH2:18][CH3:19])[CH2:25][CH2:24]2)=[O:33])[cH:11][cH:12][cH:13][cH:14]1. Yields the product [Si](C)(C)(C(C)(C)C)O[C@H]1[C@@H](CC[C@@H](C1)O)NC(OC(C)(C)C)=O (tert-Butyl (1R,2R,4S)-2-(tert-butyldimethylsilyloxy)-4-hydroxycyclohexylcarbamate). Run at temperature -78 celsius, time 5 minute. The solvent is CC#N (CH3CN). Reactants: C[N+]1(CCOCC1)[O-] (N-methylmorpholine N-oxide), [Si](C)(C)(C(C)(C)C)O[C@H]1[C@@H](CC[C@H](C1)O)NC(OC(C)(C)C)=O (tert-Butyl (1R,2R,4R)-2-(tert-butyldimethylsilyloxy)-4-hydroxycyclohexylcarbamate), [NH4+].[Cl-] (NH4Cl), product, C(C)(CC)[BH-](C(C)CC)C(C)CC.[Li+] (Lithium tri-sec-butylborohydride), [Si](C)(C)(C(C)(C)C)O[C@H]1[C@@H](CC[C@H](C1)O)NC(OC(C)(C)C)=O (tert-butyl (1R,2R,4R)-2-(tert-butyldimethylsilyloxy)-4-hydroxycyclohexylcarbamate). The reagents and catalysts are [Ru](=O)(=O)(=O)[O-].C(CC)[N+](CCC)(CCC)CCC (Tetrapropylammonium perruthenate). Procedure details: Tetrapropylammonium perruthenate (21 mg, 0.06 mmole) was added to a stirred suspension of N-methylmorpholine N-oxide (107 mg, 0.92 mmole), tert-butyl (1R,2R,4R)-2-(tert-butyldimethylsilyloxy)-4-hydroxycyclohexylcarbamate (39B) (210 mg, 0.61 mmole) and crushed 4 A° molecular sieves (500 mg) in dry CH3CN (5 mL). After 5 min, the solvent was removed and the residue was suspended in a 1:1 mixture of EtAc and hexane. This was applied onto a short column of silica gel and eluted with five column volum... RXN SMILES: C[N+]1([O-])CCOCC1.[Si:9]([O:16][C@@H:17]1[CH2:22][C@H:21]([OH:23])[CH2:20][CH2:19][C@H:18]1[NH:24][C:25](=[O:31])[O:26][C:27]([CH3:30])([CH3:29])[CH3:28])([C:12]([CH3:15])([CH3:14])[CH3:13])([CH3:11])[CH3:10].C([BH-](C(CC)C)C(CC)C)(CC)C.[Li+].[NH4+].[Cl-]>CC#N.[Ru]([O-])(=O)(=O)=O.C([N+](CCC)(CCC)CCC)CC>[Si:9]([O:16][C@@H:17]1[CH2:22][C@@H:21]([OH:23])[CH2:20][CH2:19][C@H:18]1[NH:24][C:25](=[O:31])[O:26][C:27]([CH3:30])([CH3:29])[CH3:28])([C:12]([CH3:15])([CH3:14])[CH3:13])([CH3:11])[CH3:10] |f:2.3,4.5,7.8|. The reactants are CC(=O)OC(C)=O, COc1ccc(Cn2c(=O)n(C)c3c(Nc4ccc(Cl)cc4)cccc32)cc1, c1ccncc1. Product: COc1ccc(Cn2c(=O)n(C)c3c(N(C(C)=O)c4ccc(Cl)cc4)cccc32)cc1. Reaction SMILES: [CH3:29][C:30](=[O:31])[O:32][C:33](=[O:34])[CH3:35].[Cl:1][c:2]1[cH:3][cH:4][c:5]([NH:8][c:9]2[cH:10][cH:11][cH:12][c:13]3[n:14]([CH2:20][c:21]4[cH:22][cH:23][c:24]([O:27][CH3:28])[cH:25][cH:26]4)[c:15](=[O:19])[n:16]([CH3:18])[c:17]23)[cH:6][cH:7]1.[cH:36]1[cH:37][cH:38][n:39][cH:40][cH:41]1>>[Cl:1][c:2]1[cH:3][cH:4][c:5]([N:8]([c:9]2[cH:10][cH:11][cH:12][c:13]3[n:14]([CH2:20][c:21]4[cH:22][cH:23][c:24]([O:27][CH3:28])[cH:25][cH:26]4)[c:15](=[O:19])[n:16]([CH3:18])[c:17]23)[C:30]([CH3:29])=[O:31])[cH:6][cH:7]1. The reactants are C(#C)C1=CC=C(C=C1)[C@@H]1CC[C@H](CC1)CCCCC (1-ethynyl-4-(trans-4-pentylcyclohexyl)benzene), CN(P(N(C)C)(N(C)C)=O)C (hexamethylphosphoric acid triamide), CI (methyl iodide), solution, C(CCC)[Li] (butyl lithium). Solvent: O (water), O1CCCC1 (tetrahydrofuran), CCCCCC (hexane). Conditions: temperature -20 celsius, time 30 minute. Product: C(#C)C1=CC=C(C=C1)[C@@H]1CC[C@H](CC1)CCCCC (1-ethynyl-4-(trans-4-pentylcyclohexyl)benzene), mixture, C(#CC)C1=CC=C(C=C1)[C@@H]1CC[C@H](CC1)CCCCC (1-(1-propynyl)-4-(trans-4-pentylcyclohexyl)benzene). The yield is 22.4%. As a reaction SMILES: [C:1]([C:3]1[CH:8]=[CH:7][C:6]([C@H:9]2[CH2:14][CH2:13][C@H:12]([CH2:15][CH2:16][CH2:17][CH2:18][CH3:19])[CH2:11][CH2:10]2)=[CH:5][CH:4]=1)#[CH:2].[CH2:20]([Li])CCC.CN(C)P(=O)(N(C)C)N(C)C.CI>O1CCCC1.CCCCCC.O>[C:1]([C:3]1[CH:8]=[CH:7][C:6]([C@H:9]2[CH2:14][CH2:13][C@H:12]([CH2:15][CH2:16][CH2:17][CH2:18][CH3:19])[CH2:11][CH2:10]2)=[CH:5][CH:4]=1)#[CH:2].[C:1]([C:3]1[CH:8]=[CH:7][C:6]([C@H:9]2[CH2:14][CH2:13][C@H:12]([CH2:15][CH2:16][CH2:17][CH2:18][CH3:19])[CH2:11][CH2:10]2)=[CH:5][CH:4]=1)#[C:2][CH3:20]. Procedure details: A solution of 2.55 g of 1-ethynyl-4-(trans-4-pentylcyclohexyl)benzene (prepared according to Example 3) in 90 ml of absolute tetrahydrofuran was placed at -20° C. in a sulphonation flask under argon gasification and treated within 5 minutes with 11.0 ml of a 1.0N solution of butyl lithium in hexane. The clear yellow mixture was subsequently stirred at -20° C. for a further 30 minutes and then treated in sequence with 10 ml of hexamethylphosphoric acid triamide and 747 μl of methyl iodide. After ...